This data is from the Open Reaction Database (ORD), a public repository of structured organic reaction records. The task is: describe an organic reaction: reactants, conditions, products, and yield Starting materials: C1CCNCC1, ClCCl, CC(C)CC(C(=O)NN(CC(C)C)C(=O)C(COC(C)(C)C)NC(=O)OCC1c2ccccc2-c2ccccc21)C(CC=Cc1ccccc1)C(=O)NOC1CCCCO1. Yields the product CC(C)CC(C(=O)NN(CC(C)C)C(=O)C(N)COC(C)(C)C)C(CC=Cc1ccccc1)C(=O)NOC1CCCCO1. As a reaction SMILES: [CH2:64]1[CH2:65][CH2:66][NH:67][CH2:68][CH2:69]1.[Cl:61][CH2:62][Cl:63].[O:1]1[CH:2]([O:7][NH:8][C:9](=[O:10])[CH:11]([CH2:12][CH:13]=[CH:14][c:15]2[cH:16][cH:17][cH:18][cH:19][cH:20]2)[CH:21]([C:22](=[O:23])[NH:24][N:25]([C:26]([CH:27]([NH:28][C:29]([O:30][CH2:31][CH:32]2[c:33]3[cH:34][cH:35][cH:36][cH:37][c:38]3-[c:39]3[c:40]2[cH:41][cH:42][cH:43][cH:44]3)=[O:45])[CH2:46][O:47][C:48]([CH3:49])([CH3:50])[CH3:51])=[O:52])[CH2:53][CH:54]([CH3:55])[CH3:56])[CH2:57][CH:58]([CH3:59])[CH3:60])[CH2:3][CH2:4][CH2:5][CH2:6]1>>[O:1]1[CH:2]([O:7][NH:8][C:9](=[O:10])[CH:11]([CH2:12][CH:13]=[CH:14][c:15]2[cH:16][cH:17][cH:18][cH:19][cH:20]2)[CH:21]([C:22](=[O:23])[NH:24][N:25]([C:26]([CH:27]([NH2:28])[CH2:46][O:47][C:48]([CH3:49])([CH3:50])[CH3:51])=[O:52])[CH2:53][CH:54]([CH3:55])[CH3:56])[CH2:57][CH:58]([CH3:59])[CH3:60])[CH2:3][CH2:4][CH2:5][CH2:6]1. Starting materials: [Ag+], C#CCN1C(=O)N(Cc2ccccc2)C(C)(C)C1=O, CC(C)=O, O=C1CCC(=O)N1I, O=[N+]([O-])[O-]. Yields the product CC1(C)C(=O)N(CC#CI)C(=O)N1Cc1ccccc1. RXN SMILES: [Ag+:36].[CH2:1]([c:2]1[cH:3][cH:4][cH:5][cH:6][cH:7]1)[N:8]1[C:9](=[O:10])[N:11]([CH2:17][C:18]#[CH:19])[C:12](=[O:13])[C:14]1([CH3:15])[CH3:16].[CH3:28][C:29](=[O:30])[CH3:31].[I:20][N:21]1[C:22](=[O:23])[CH2:24][CH2:25][C:26]1=[O:27].[N+:32]([O-:33])([O-:34])=[O:35]>>[CH2:1]([c:2]1[cH:3][cH:4][cH:5][cH:6][cH:7]1)[N:8]1[C:9](=[O:10])[N:11]([CH2:17][C:18]#[C:19][I:20])[C:12](=[O:13])[C:14]1([CH3:15])[CH3:16].